Dataset: the Open Reaction Database (ORD), a public repository of structured organic reaction records. Task: describe an organic reaction: reactants, conditions, products, and yield Starting materials: OC=1C=2N(C=CC1)C(=C(N2)C)C (8-hydroxy-2,3-dimethylimidazo[1,2-a]pyridine), ClCC1=C(C=CC=C1C)NC(OCCOC)=O (2-methoxyethyl 2-chloromethyl-3-methylphenylcarbamate), [I-].[Na+] (sodium iodide), C([O-])([O-])=O.[Na+].[Na+] (sodium carbonate). Solvent: CC(=O)C (acetone). Yields the product COCCOC(=O)NC1=C(COC=2C=3N(C=CC2)C(=C(N3)C)C)C(=CC=C1)C (8-{2-[(2-Methoxyethoxy)carbonylamino]-6-methylbenzyloxy}-2,3-dimethylimidazo[1,2-a]pyridine). Yield: 22.5%. Reaction SMILES: [OH:1][C:2]1[C:3]2[N:4]([C:8]([CH3:12])=[C:9]([CH3:11])[N:10]=2)[CH:5]=[CH:6][CH:7]=1.Cl[CH2:14][C:15]1[C:20]([CH3:21])=[CH:19][CH:18]=[CH:17][C:16]=1[NH:22][C:23](=[O:29])[O:24][CH2:25][CH2:26][O:27][CH3:28].[I-].[Na+].C(=O)([O-])[O-].[Na+].[Na+]>CC(C)=O>[CH3:28][O:27][CH2:26][CH2:25][O:24][C:23]([NH:22][C:16]1[CH:17]=[CH:18][CH:19]=[C:20]([CH3:21])[C:15]=1[CH2:14][O:1][C:2]1[C:3]2[N:4]([C:8]([CH3:12])=[C:9]([CH3:11])[N:10]=2)[CH:5]=[CH:6][CH:7]=1)=[O:29] |f:2.3,4.5.6|. Procedure: Analogously to Example 5, 2.0 g (12.4 mmol) of 8-hydroxy-2,3-dimethylimidazo[1,2-a]pyridine, 3.6 g (13.9 mmol) of 2-methoxyethyl 2-chloromethyl-3-methylphenylcarbamate, 0.18 g of sodium iodide and 1.3 g of sodium carbonate are reacted in 30 ml of acetone. 1.07 g (22.5%) of the title compound of m.p. 107°-108° C. are obtained. The reactants are CCCCCCCNC(=O)N(C)c1cccc(-c2ccc(CC(OCCC)C(=O)OC)cc2)c1, CO, CC(=O)O, [Na+], C1CCOC1, [OH-], O. Product: CCCCCCCNC(=O)N(C)c1cccc(-c2ccc(CC(OCCC)C(=O)O)cc2)c1. RXN SMILES: [CH2:3]([CH2:4][CH3:5])[O:6][CH:7]([C:8](=[O:9])[O:10][CH3:11])[CH2:12][c:13]1[cH:14][cH:15][c:16](-[c:19]2[cH:20][c:21]([N:25]([C:26](=[O:27])[NH:28][CH2:29][CH2:30][CH2:31][CH2:32][CH2:33][CH2:34][CH3:35])[CH3:36])[cH:22][cH:23][cH:24]2)[cH:17][cH:18]1.[CH3:37][OH:38].[CH3:45][C:46](=[O:47])[OH:48].[Na+:2].[O:39]1[CH2:40][CH2:41][CH2:42][CH2:43]1.[OH-:1].[OH2:44]>>[CH2:3]([CH2:4][CH3:5])[O:6][CH:7]([C:8](=[O:9])[OH:10])[CH2:12][c:13]1[cH:14][cH:15][c:16](-[c:19]2[cH:20][c:21]([N:25]([C:26](=[O:27])[NH:28][CH2:29][CH2:30][CH2:31][CH2:32][CH2:33][CH2:34][CH3:35])[CH3:36])[cH:22][cH:23][cH:24]2)[cH:17][cH:18]1. The reactants are CC(=O)c1cccc(C(=CC(C)C)c2cc3cccnc3n2S(=O)(=O)c2ccccc2)c1, CCO, [Na+], C1CCOC1, [OH-]. The product is CC(=O)c1cccc(C(=CC(C)C)c2cc3cccnc3[nH]2)c1. RXN SMILES: [CH3:1][CH:2]([CH:3]=[C:4]([c:5]1[cH:6][c:7]2[c:8]([n:9][cH:10][cH:11][cH:12]2)[n:13]1[S:14]([c:15]1[cH:16][cH:17][cH:18][cH:19][cH:20]1)(=[O:21])=[O:22])[c:23]1[cH:24][c:25]([C:29]([CH3:30])=[O:31])[cH:26][cH:27][cH:28]1)[CH3:32].[CH3:35][CH2:36][OH:37].[Na+:34].[O:38]1[CH2:39][CH2:40][CH2:41][CH2:42]1.[OH-:33]>>[CH3:1][CH:2]([CH:3]=[C:4]([c:5]1[cH:6][c:7]2[c:8]([n:9][cH:10][cH:11][cH:12]2)[nH:13]1)[c:23]1[cH:24][c:25]([C:29]([CH3:30])=[O:31])[cH:26][cH:27][cH:28]1)[CH3:32]. The reactants are COC=1C=C(C=CC1OC)CCN1CCC(CC1)NC(C1=CC=CC=C1)=O (1-[2-(3,4-Dimethoxyphenyl)ethyl]-4-benzamidopiperidine), C(C1=CC=2OCOC2C=C1)(=O)Cl (piperonyloyl chloride). Product: COC=1C=C(C=CC1OC)CCN1CCC(CC1)NC(C1=CC=2OCOC2C=C1)=O (1-[2-(3,4-Dimethoxyphenyl)ethyl]-4-piperonylamidopiperidine), O.O.Cl (hydrochloride dihydrate). As a reaction SMILES: [CH3:1][O:2][C:3]1[CH:4]=[C:5]([CH2:11][CH2:12][N:13]2[CH2:18][CH2:17][CH:16]([NH:19][C:20](=[O:27])[C:21]3[CH:26]=[CH:25][CH:24]=[CH:23][CH:22]=3)[CH2:15][CH2:14]2)[CH:6]=[CH:7][C:8]=1[O:9][CH3:10].C([Cl:39])(=O)C1C=CC2[O:34][CH2:33][O:32]C=2C=1>>[CH3:1][O:2][C:3]1[CH:4]=[C:5]([CH2:11][CH2:12][N:13]2[CH2:14][CH2:15][CH:16]([NH:19][C:20](=[O:27])[C:21]3[CH:22]=[CH:23][C:24]4[O:34][CH2:33][O:32][C:25]=4[CH:26]=3)[CH2:17][CH2:18]2)[CH:6]=[CH:7][C:8]=1[O:9][CH3:10].[OH2:2].[OH2:2].[ClH:39] |f:3.4.5|. Procedure: The title compound hydrochloride dihydrate (m.p. 285°-8° C.) was prepared in the same way as for the compound of Example 5 but utilising piperonyloyl chloride in place of benzoyl chloride. (Found: C, 57.1; H, 6.8; N, 5.7. C23H28N2O5.HCl.2H2O requires C, 57.0; H, 6.8; N, 5.8%). The reactants are COC(=O)c1ccc(Cc2cn(C)c3ccc([N+](=O)[O-])cc23)c(OC)c1, C1CCOC1. The product is COC(=O)c1ccc(Cc2cn(C)c3ccc(N)cc23)c(OC)c1. Reaction SMILES: [CH3:1][O:2][c:3]1[cH:4][c:5]([C:6](=[O:7])[O:8][CH3:9])[cH:10][cH:11][c:12]1[CH2:13][c:14]1[cH:15][n:16]([CH3:26])[c:17]2[cH:18][cH:19][c:20]([N+:23]([O-:24])=[O:25])[cH:21][c:22]12.[O:27]1[CH2:28][CH2:29][CH2:30][CH2:31]1>>[CH3:1][O:2][c:3]1[cH:4][c:5]([C:6](=[O:7])[O:8][CH3:9])[cH:10][cH:11][c:12]1[CH2:13][c:14]1[cH:15][n:16]([CH3:26])[c:17]2[cH:18][cH:19][c:20]([NH2:23])[cH:21][c:22]12.